From a dataset of the Open Reaction Database (ORD), a public repository of structured organic reaction records. describe an organic reaction: reactants, conditions, products, and yield Starting materials: C1CCOC1, COc1ccc(CCCBr)cc1, ClCCBr, [Mg], O=C1CCCn2cncc21. Yields the product COc1ccc(CCCC2(O)CCCn3cncc32)cc1. RXN SMILES: [CH2:28]1[O:29][CH2:30][CH2:31][CH2:32]1.[CH3:2][O:3][c:4]1[cH:5][cH:6][c:7]([CH2:10][CH2:11][CH2:12][Br:13])[cH:8][cH:9]1.[Cl:14][CH2:15][CH2:16][Br:17].[Mg:1].[cH:18]1[n:19][cH:20][n:21]2[c:22]1[C:23](=[O:27])[CH2:24][CH2:25][CH2:26]2>>[CH3:2][O:3][c:4]1[cH:5][cH:6][c:7]([CH2:10][CH2:11][CH2:12][C:23]2([OH:27])[c:22]3[cH:18][n:19][cH:20][n:21]3[CH2:26][CH2:25][CH2:24]2)[cH:8][cH:9]1. The reactants are C (CH4), OC(C(=O)O)(C)CF (2-hydroxy-2-fluoromethylpropionic acid), C1(=CC=CC=C1)S(=O)(=O)C1=CC=C(N)C=C1 (4-Phenylsulfonylaniline), S(=O)(Cl)Cl (Thionyl chloride). RXN SMILES: [OH:1][C:2]([CH2:7][F:8])([CH3:6])[C:3](O)=[O:4].S(Cl)(Cl)=O.[C:13]1([S:19]([C:22]2[CH:28]=[CH:27][C:25]([NH2:26])=[CH:24][CH:23]=2)(=[O:21])=[O:20])[CH:18]=[CH:17][CH:16]=[CH:15][CH:14]=1.C>CC(N(C)C)=O.CO.CCOCC.C(Cl)Cl>[C:13]1([S:19]([C:22]2[CH:23]=[CH:24][C:25]([NH:26][C:3](=[O:4])[C:2]([OH:1])([CH3:6])[CH2:7][F:8])=[CH:27][CH:28]=2)(=[O:20])=[O:21])[CH:18]=[CH:17][CH:16]=[CH:15][CH:14]=1 |f:6.7|. Procedure details: A solution of 2-hydroxy-2-fluoromethylpropionic acid (0.78 g, 6.4 mmol) in dry dimethylacetamide (15 ml) was stirred under a nitrogen atmosphere at -10° C. Thionyl chloride (0.76 g, 6.4 mmol) was added and the resulting mixture was allowed to stir at -10° C. for 1 hour. 4-Phenylsulfonylaniline (1.0 g, 4.29 mmol) was then added and the reaction mixture was stirred at -10° C. for a further 15 mins. The solution was then allowed to warm to room temperature where it was stirred overnight. The reacti... Run at temperature -10 celsius, time 1 hour. Run in CO (carbinol), CCOCC.C(Cl)Cl (ether methylene chloride), CC(=O)N(C)C (dimethylacetamide). Product: C1(=CC=CC=C1)S(=O)(=O)C1=CC=C(C=C1)NC(C(CF)(C)O)=O (N-[4-(Phenylsulfonyl)phenyl]-3-fluoro-2-hydroxy-2-methylpropanamide). Reactants: C1(=CC=CC=C1)C12C=CC(CC1)(CC2)C(=O)OCC (Ethyl 4-phenylbicyclo[2.2.2]oct-2-ene-1-carboxylate), C1(=CC=CC=C1)C12C=CC(CC1)(CC2)C(=O)OCC (Ethyl 4-phenylbicyclo[2.2.2]oct-2-ene-1-carboxylate), [H][H] (hydrogen). The reagents and catalysts are [Pt] (Pt on carbon). Solvent: C(C)O (ethanol). The product is C1(=CC=CC=C1)C12CCC(CC1)(CC2)C(=O)OCC (Ethyl 4-phenylbicyclo[2.2.2]octane-1-carboxylate). Yield: 83.9%. RXN SMILES: [C:1]1([C:7]23[CH2:14][CH2:13][C:10]([C:15]([O:17][CH2:18][CH3:19])=[O:16])([CH2:11][CH2:12]2)[CH:9]=[CH:8]3)[CH:6]=[CH:5][CH:4]=[CH:3][CH:2]=1.[H][H]>C(O)C.[Pt]>[C:1]1([C:7]23[CH2:12][CH2:11][C:10]([C:15]([O:17][CH2:18][CH3:19])=[O:16])([CH2:9][CH2:8]2)[CH2:13][CH2:14]3)[CH:2]=[CH:3][CH:4]=[CH:5][CH:6]=1. Procedure: Ethyl 4-phenylbicyclo[2.2.2]oct-2-ene-1-carboxylate (Intermediate 3; 26.3 g, 102.5 mmol) in absolute ethanol (600 mL) and 10% Pt on carbon (2.4 mg) were stirred under a balloon of hydrogen at ambient temperature overnight. The reaction mixture was filtered and the solvent removed under reduced pressure to leave a colourless oil which rapidly formed a white solid (22.179 g, 85.96 mmol, 84%) 1H NMR (CDCl3) δ 1.25 (3H, t), 1.83-1.96 (12H, m), 4.12 (2H, q), 7.15-7.20 (1H, m), 7.28-7.31 (4H, m); GC-M... The reactants are COc1cccc2c1Sc1ccccc1CC2=O, [K+], NN, [OH-], O, O, OCCO. The product is COc1cccc2c1Sc1ccccc1CC2. RXN SMILES: [CH3:6][O:7][c:8]1[cH:9][cH:10][cH:11][c:12]2[c:18]1[S:17][c:16]1[c:15]([cH:22][cH:21][cH:20][cH:19]1)[CH2:14][C:13]2=[O:23].[K+:5].[NH2:2][NH2:3].[OH-:4].[OH2:1].[OH2:24].[OH:25][CH2:26][CH2:27][OH:28]>>[CH3:6][O:7][c:8]1[cH:9][cH:10][cH:11][c:12]2[c:18]1[S:17][c:16]1[c:15]([cH:22][cH:21][cH:20][cH:19]1)[CH2:14][CH2:13]2. The reactants are O=C([O-])[O-], O=C(O)C(O)C(O)C(=O)O, CC(C)=O, [I-], [K+], [K+], [K+], CCOC(=O)C1CCCNC1, BrCCOC=C1c2ccccc2CCc2ccccc21. The product is CCOC(=O)C1CCCN(CCOC=C2c3ccccc3CCc3ccccc32)C1. As a reaction SMILES: [C:21](=[O:22])([O-:23])[O-:24].[C:29]([CH:30]([CH:31]([C:32]([OH:33])=[O:34])[OH:35])[OH:36])([OH:37])=[O:38].[CH3:50][C:51](=[O:52])[CH3:53].[I-:28].[K+:25].[K+:26].[K+:27].[NH:39]1[CH2:40][CH:41]([C:45](=[O:46])[O:47][CH2:48][CH3:49])[CH2:42][CH2:43][CH2:44]1.[cH:1]1[cH:2][cH:3][cH:4][c:5]2[c:11]1[CH2:10][CH2:9][c:8]1[c:7]([cH:15][cH:14][cH:13][cH:12]1)[C:6]2=[CH:16][O:17][CH2:18][CH2:19][Br:20]>>[cH:1]1[cH:2][cH:3][cH:4][c:5]2[c:11]1[CH2:10][CH2:9][c:8]1[c:7]([cH:15][cH:14][cH:13][cH:12]1)[C:6]2=[CH:16][O:17][CH2:18][CH2:19][N:39]1[CH2:40][CH:41]([C:45](=[O:46])[O:47][CH2:48][CH3:49])[CH2:42][CH2:43][CH2:44]1. Reactants: ClC1=CC=CC2=C1C(N1[C@H](C=3N2C=NC3C(=O)OCC)CCC1)=O (ethyl (S)-8-chloro-11,12,13,13a-tetrahydro-9-oxo-9H-imidazo[1,5-a]pyrrolo[2,1-c][1,4]benzodiazepine-1-carboxylate), OCC1CC1 (hydroxymethyl-cyclopropane), [C-]#N.[K+] (potassium cyanide), three. Yields the product ClC1=CC=CC2=C1C(N1[C@H](C=3N2C=NC3C(=O)OCC3CC3)CCC1)=O (cyclopropylmethyl (S)-8-chloro-11,12,13,13a-tetrahydro-9-oxo-9H-imidazo[1,5-a]pyrrolo[2,1-c][1,4]benzodiazepine-1-carboxylate). RXN SMILES: [Cl:1][C:2]1[C:7]2[C:8](=[O:24])[N:9]3[CH2:23][CH2:22][CH2:21][C@H:10]3[C:11]3[N:12]([CH:13]=[N:14][C:15]=3[C:16]([O:18][CH2:19][CH3:20])=[O:17])[C:6]=2[CH:5]=[CH:4][CH:3]=1.O[CH2:26][CH:27]1CC1.[C-]#N.[K+]>>[Cl:1][C:2]1[C:7]2[C:8](=[O:24])[N:9]3[CH2:23][CH2:22][CH2:21][C@H:10]3[C:11]3[N:12]([CH:13]=[N:14][C:15]=3[C:16]([O:18][CH2:19][CH:20]3[CH2:27][CH2:26]3)=[O:17])[C:6]=2[CH:5]=[CH:4][CH:3]=1 |f:2.3|. Reported procedure: A mixture of 10.37 g (0.03 mol) of ethyl (S)-8-chloro-11,12,13,13a-tetrahydro-9-oxo-9H-imidazo[1,5-a]pyrrolo[2,1-c][1,4]benzodiazepine-1-carboxylate, 35 ml of hydroxymethyl-cyclopropane and 0.5 g of potassium cyanide is stirred at 125° for 12 hours, during this time three 2-3 ml portions of the solvent being distilled off by the application of a slight vacuum. The mixture is subsequently evaporated in vacuo, the residue is partitioned between chloroform and water, the chloroform solution is wash... The reactants are NC1=CC=CC=C1 (aniline), Cl (hydrochloric acid), C(C=C)#N (acrylonitrile), cuprous oxide, N(=O)OC(C)C (isopropyl nitrite). Run in C(C)#N (acetonitrile), C(C)#N (acetonitrile). Reaction conditions: temperature 45 celsius, time 5 minute. The product is ClC(C#N)CC1=CC=CC=C1 (2-chloro-3-phenylpropionitrile). Yield: 84.0%. Reaction SMILES: N[C:2]1[CH:7]=[CH:6][CH:5]=[CH:4][CH:3]=1.[ClH:8].[C:9](#[N:12])[CH:10]=[CH2:11].N(OC(C)C)=O>C(#N)C>[Cl:8][CH:10]([CH2:11][C:2]1[CH:7]=[CH:6][CH:5]=[CH:4][CH:3]=1)[C:9]#[N:12]. Reported procedure: A mixture of 2.28 g (25 mmols) of distilled aniline, 30 mL of acetonitrile, 2.6 mL (31 mmols) of concentrated hydrochloric acid, 30 mL (456 mmols) of distilled acrylonitrile (AN), and 0.36 g (2.5 mmols) of cuprous oxide was stirred for five minutes under nitrogen. A mixture of 2.8 g (31 mmols) of isopropyl nitrite (IPN) and 30 mL of acetonitrile was added dropwise over a period of 20 minutes. The mixture warmed to 45° C. and nitrogen gas evolved. After stirring at ambient temperature for two hou...